This data is from the Open Reaction Database (ORD), a public repository of structured organic reaction records. The task is: describe an organic reaction: reactants, conditions, products, and yield The reactants are ethyl acetate hexanes, C(C)(=O)OC1=CC2=CC=CC=C2CC1 (2-acetoxy-3,4-dihydronaphthalene), BrC1=CC(=C(C=C1)Cl)OC (4-bromo-2-methoxy-1-chlorobenzene), (ο-tolyl)phosphine, C[O-].C(CCC)[Sn+](CCCC)CCCC (tri-n-butyltin methoxide). The reagents and catalysts are C(C)(=O)[O-].[Pd+2].C(C)(=O)[O-] (palladium acetate). The solvent is C1(=CC=CC=C1)C (toluene). The product is ClC1=C(C=C(C=C1)C1C(CCC2=CC=CC=C12)=O)OC ((±)-(1RS)-1-(4-Chloro-3-methoxyphenyl)-3,4-dihydro-2(1H)-naphthalenone). As a reaction SMILES: C([O:4][C:5]1[CH2:14][CH2:13][C:12]2[C:7](=[CH:8][CH:9]=[CH:10][CH:11]=2)[CH:6]=1)(=O)C.Br[C:16]1[CH:21]=[CH:20][C:19]([Cl:22])=[C:18]([O:23][CH3:24])[CH:17]=1.C[O-].C([Sn+](CCCC)CCCC)CCC>C([O-])(=O)C.[Pd+2].C([O-])(=O)C.C1(C)C=CC=CC=1>[Cl:22][C:19]1[CH:20]=[CH:21][C:16]([CH:6]2[C:7]3[C:12](=[CH:11][CH:10]=[CH:9][CH:8]=3)[CH2:13][CH2:14][C:5]2=[O:4])=[CH:17][C:18]=1[O:23][CH3:24] |f:2.3,4.5.6|. Procedure details: Charge an oven dried, argon flushed 3-L 3-necked round bottomed flask equipped with a mechanical stirrer and reflux condenser with 2-acetoxy-3,4-dihydronaphthalene (100.69 grams, 0.5349 moles), 4-bromo-2-methoxy-1-chlorobenzene (116.81 grams, 0.5274 moles), palladium acetate (1.19 grams, 0.0053 moles), tri (ο-tolyl)phosphine (3.24 grams, 0.0107 moles), tri-n-butyltin methoxide (172.83 grams, 0.5383 moles) and 1 L toluene. Place in an oil bath pre-heated to 100°-105° C. for 20 hours. Distill off ...